This data is from the Open Reaction Database (ORD), a public repository of structured organic reaction records. The task is: describe an organic reaction: reactants, conditions, products, and yield Starting materials: C(C1=CC=CC=C1)C1=NN=C(S1)NC(=O)C1=CC=C(C=C1)[C@@H]1CC[C@H](CC1)OCC(=O)OC(C)(C)C (tert-butyl trans-{4-[4-(5-benzyl[1.3.4]thiadiazol-2-ylcarbamoyl)phenyl]cyclohexyloxy}acetate), FC(C(=O)O)(F)F (trifluoroacetic acid). Solvent: ClCCl (dichloromethane). Conditions: time 18 hour. Yields the product C(C1=CC=CC=C1)C1=NN=C(S1)NC(=O)C1=CC=C(C=C1)[C@@H]1CC[C@H](CC1)OCC(=O)O (trans-{4-[4-(5-benzyl[1.3.4]thiadiazol-2-ylcarbamoyl)phenyl]cyclohexyloxy}acetic acid). Yield: 18.5%. RXN SMILES: [CH2:1]([C:8]1[S:12][C:11]([NH:13][C:14]([C:16]2[CH:21]=[CH:20][C:19]([C@H:22]3[CH2:27][CH2:26][C@H:25]([O:28][CH2:29][C:30]([O:32]C(C)(C)C)=[O:31])[CH2:24][CH2:23]3)=[CH:18][CH:17]=2)=[O:15])=[N:10][N:9]=1)[C:2]1[CH:7]=[CH:6][CH:5]=[CH:4][CH:3]=1.FC(F)(F)C(O)=O>ClCCl>[CH2:1]([C:8]1[S:12][C:11]([NH:13][C:14]([C:16]2[CH:17]=[CH:18][C:19]([C@H:22]3[CH2:27][CH2:26][C@H:25]([O:28][CH2:29][C:30]([OH:32])=[O:31])[CH2:24][CH2:23]3)=[CH:20][CH:21]=2)=[O:15])=[N:10][N:9]=1)[C:2]1[CH:7]=[CH:6][CH:5]=[CH:4][CH:3]=1. Procedure details: 90 mg of tert-butyl trans-{4-[4-(5-benzyl[1.3.4]thiadiazol-2-ylcarbamoyl)phenyl]cyclohexyloxy}acetate (0.18 mmol, 1 eq.) are placed in 1 mL of dichloromethane. 0.13 mL of trifluoroacetic acid (1.77 mmol, 10 eq.) is added and the reaction medium is stirred for 18 hours at room temperature. The solvent is evaporated off. The residue is triturated in ethyl acetate and methanol to give 15 mg of trans-{4-[4-(5-benzyl[1.3.4]thiadiazol-2-ylcarbamoyl)phenyl]cyclohexyloxy}acetic acid. Starting materials: ClC(Cl)Cl, CCCCCC(O)C#CCN(CCCCCCC(=O)O)S(C)(=O)=O. Product: CCCCCC(O)CCCN(CCCCCCC(=O)O)S(C)(=O)=O. Reaction SMILES: [Cl:25][CH:26]([Cl:27])[Cl:28].[OH:1][CH:2]([C:3]#[C:4][CH2:5][N:6]([S:7](=[O:8])(=[O:9])[CH3:10])[CH2:11][CH2:12][CH2:13][CH2:14][CH2:15][CH2:16][C:17](=[O:18])[OH:19])[CH2:20][CH2:21][CH2:22][CH2:23][CH3:24]>>[OH:1][CH:2]([CH2:3][CH2:4][CH2:5][N:6]([S:7](=[O:8])(=[O:9])[CH3:10])[CH2:11][CH2:12][CH2:13][CH2:14][CH2:15][CH2:16][C:17](=[O:18])[OH:19])[CH2:20][CH2:21][CH2:22][CH2:23][CH3:24]. The reactants are FC(S(=O)(=O)OC1=C(C=C(C=C1)C(C)=O)Cl)(F)F (4-acetyl-2-chlorophenyl trifluoromethanesulphonate), FC1=CC=C(C=C1)B(O)O (4-fluorobenzeneboronic acid), C([O-])([O-])=O.[Na+].[Na+] (sodium carbonate), [Cl-].[Li+] (lithium chloride). The reagents and catalysts are C=1C=CC(=CC1)[P](C=2C=CC=CC2)(C=3C=CC=CC3)[Pd]([P](C=4C=CC=CC4)(C=5C=CC=CC5)C=6C=CC=CC6)([P](C=7C=CC=CC7)(C=8C=CC=CC8)C=9C=CC=CC9)[P](C=1C=CC=CC1)(C=1C=CC=CC1)C=1C=CC=CC1 (tetrakis(triphenylphosphine)palladium). Run in O (water), C1(=CC=CC=C1)C (toluene), C(C)O (ethanol). Run at time 12 hour. The product is ClC=1C=C(C=CC1C1=CC=C(C=C1)F)C(C)=O (1-[3-Chloro-4-(4-fluorophenyl)phenyl]ethanone). The yield is 94.0%. As a reaction SMILES: FC(F)(F)S(O[C:7]1[CH:12]=[CH:11][C:10]([C:13](=[O:15])[CH3:14])=[CH:9][C:8]=1[Cl:16])(=O)=O.[F:19][C:20]1[CH:25]=[CH:24][C:23](B(O)O)=[CH:22][CH:21]=1.C(=O)([O-])[O-].[Na+].[Na+].[Cl-].[Li+]>O.C1(C)C=CC=CC=1.C(O)C.C1C=CC([P]([Pd]([P](C2C=CC=CC=2)(C2C=CC=CC=2)C2C=CC=CC=2)([P](C2C=CC=CC=2)(C2C=CC=CC=2)C2C=CC=CC=2)[P](C2C=CC=CC=2)(C2C=CC=CC=2)C2C=CC=CC=2)(C2C=CC=CC=2)C2C=CC=CC=2)=CC=1>[Cl:16][C:8]1[CH:9]=[C:10]([C:13](=[O:15])[CH3:14])[CH:11]=[CH:12][C:7]=1[C:23]1[CH:24]=[CH:25][C:20]([F:19])=[CH:21][CH:22]=1 |f:2.3.4,5.6,^1:51,53,72,91|. Procedure details: 19.7 g of 4-acetyl-2-chlorophenyl trifluoromethanesulphonate (compound X.1), 10 g of 4-fluorobenzeneboronic acid, 2 g of tetrakis(triphenylphosphine)palladium, 17.9 g of sodium carbonate in 84.5 ml of water, 591 ml of toluene, 200 ml of ethanol and 5.51 g of lithium chloride are stirred under an inert atmosphere at 60° C. for 8 hours. The reaction mixture is then stirred for 12 hours at room temperature. The resulting mixture is filtered and the solvents are evaporated from the filtrate under re...